This data is from the Open Reaction Database (ORD), a public repository of structured organic reaction records. The task is: describe an organic reaction: reactants, conditions, products, and yield Reactants: C(C)(C)(C)OC(=O)N1[C@@H](CCC1)COC1=C(C=CC(=C1)N)Cl ((S)-2-(5-Amino-2-chloro-phenoxymethyl)-pyrrolidine-1-carboxylic acid tert-butyl ester), CS(=O)(=O)C=1C=C(C=CC1)C1=CC=C2C=NC(=NN21)O (7-(3-Methanesulfonyl-phenyl)-pyrrolo[2,1-f][1,2,4]triazin-2-ol). Product: C(C)(C)(C)OC(=O)N1[C@@H](CCC1)COC1=C(C=CC(=C1)NC1=NN2C(C=N1)=CC=C2C2=CC(=CC=C2)S(=O)(=O)C)Cl ((S)-2-{2-Chloro-5-[7-(3-methanesulfonyl-phenyl)-pyrrolo[2,1-f][1,2,4]triazin-2-ylamino]-phenoxymethyl}-pyrrolidine-1-carboxylic acid tert-butyl ester). RXN SMILES: [C:1]([O:5][C:6]([N:8]1[CH2:12][CH2:11][CH2:10][C@H:9]1[CH2:13][O:14][C:15]1[CH:20]=[C:19]([NH2:21])[CH:18]=[CH:17][C:16]=1[Cl:22])=[O:7])([CH3:4])([CH3:3])[CH3:2].[CH3:23][S:24]([C:27]1[CH:28]=[C:29]([C:33]2[N:41]3[C:36]([CH:37]=[N:38][C:39](O)=[N:40]3)=[CH:35][CH:34]=2)[CH:30]=[CH:31][CH:32]=1)(=[O:26])=[O:25]>>[C:1]([O:5][C:6]([N:8]1[CH2:12][CH2:11][CH2:10][C@H:9]1[CH2:13][O:14][C:15]1[CH:20]=[C:19]([NH:21][C:39]2[N:38]=[CH:37][C:36]3=[CH:35][CH:34]=[C:33]([C:29]4[CH:30]=[CH:31][CH:32]=[C:27]([S:24]([CH3:23])(=[O:26])=[O:25])[CH:28]=4)[N:41]3[N:40]=2)[CH:18]=[CH:17][C:16]=1[Cl:22])=[O:7])([CH3:4])([CH3:2])[CH3:3]. Reported procedure: This example was prepared by using (S)-2-(5-Amino-2-chloro-phenoxymethyl)-pyrrolidine-1-carboxylic acid tert-butyl ester (J. Med. Chem. 2007, 50, 4353) and 7-(3-Methanesulfonyl-phenyl)-pyrrolo[2,1-f][1,2,4]triazin-2-ol as described in Example 1255c. 1H-NMR (CDCl3) δ 8.7 (brs, 1H), 8.6 (m, 1H), 8.4 (d, J=8.0 Hz, 1H), 8.0 (d, J=8.0 Hz, 1H), 7.7 (t, 1H), 7.5-7.0 (m, 5H), 4.1-3.9 (m, 3H), 3.5-3.2 (m, 2H), 3.0 (s, 3H), 2.2 (m, 3H), 1.9 (m, 1H); LC/MS (ESI+): 598 (M+H).